Dataset: the Open Reaction Database (ORD), a public repository of structured organic reaction records. Task: describe an organic reaction: reactants, conditions, products, and yield Reactants: C=CC(=O)NC, CCN. Yields the product CCNCCC(=O)NC. Reaction SMILES: [CH3:1][NH:2][C:3]([CH:4]=[CH2:5])=[O:6].[CH3:7][CH2:8][NH2:9]>>[CH3:1][NH:2][C:3]([CH2:4][CH2:5][NH:9][CH2:8][CH3:7])=[O:6]. Starting materials: Cl (Hydrochloric acid), FC1=C(C=CC=C1F)[C@@H]1CC[C@H](C=2N(C1)C(=NC2)C)NC(OC(C)(C)C)=O (tert-butyl [(6S,9R)-6-(2,3-difluorophenyl)-3-methyl-6,7,8,9-tetrahydro-5H-imidazo[1,5-a]azepin-9-yl]carbamate). Solvent: ClCCl (dichloromethane). Conditions: time 2 hour. The product is hydrochloride salt, FC1=C(C=CC=C1F)[C@@H]1CC[C@H](C=2N(C1)C(=NC2)C)N ((6S,9R)-6-(2,3-Difluorophenyl)-3-methyl-6,7,8,9-tetrahydro-5H-imidazo[1,5-a]azepin-9-amine). Reaction SMILES: Cl.[F:2][C:3]1[C:8]([F:9])=[CH:7][CH:6]=[CH:5][C:4]=1[C@H:10]1[CH2:16][N:15]2[C:17]([CH3:20])=[N:18][CH:19]=[C:14]2[C@H:13]([NH:21]C(=O)OC(C)(C)C)[CH2:12][CH2:11]1>ClCCl>[F:2][C:3]1[C:8]([F:9])=[CH:7][CH:6]=[CH:5][C:4]=1[C@H:10]1[CH2:16][N:15]2[C:17]([CH3:20])=[N:18][CH:19]=[C:14]2[C@H:13]([NH2:21])[CH2:12][CH2:11]1. Reported procedure: Hydrochloric acid (4.0 M in dioxane; 3.0 mL, 12.0 mmol) was added to a solution of tert-butyl [(6S,9R)-6-(2,3-difluorophenyl)-3-methyl-6,7,8,9-tetrahydro-5H-imidazo[1,5-a]azepin-9-yl]carbamate (33 mg, 0.087 mmol) in dichloromethane (3 mL). After 2 h, the reaction mixture was concentrated to give the hydrochloride salt of the title compound. MS 278.1 (M+1).